This data is from the Open Reaction Database (ORD), a public repository of structured organic reaction records. The task is: describe an organic reaction: reactants, conditions, products, and yield Starting materials: C(C)(=O)OO (peracetic acid), C(C)(=O)[O-].[Na+] (sodium acetate), C12C3CCCC3C(C(C1)=O)C2 (tricyclo[5.2.1.02,6 ]decane-8-one), C(C)(=O)[O-].[Na+] (sodium acetate). Solvent: C(C)(=O)O (acetic acid), ClCCl (dichloromethane). Conditions: time 48 hour. The product is C12C3CCCC3C(OC(C1)=O)C2 (8-Oxatricyclo[5.3.1.02,6 ]undecan-9-on). RXN SMILES: [C:1]([O:4]O)(=[O:3])[CH3:2].C([O-])(=O)C.[Na+].[CH:11]12[CH2:21][CH:17](C(=O)C1)[CH:16]1[CH:12]2[CH2:13][CH2:14][CH2:15]1>C(O)(=O)C.ClCCl>[CH:11]12[CH2:21][CH:17]([O:4][C:1](=[O:3])[CH2:2]1)[CH:16]1[CH:12]2[CH2:13][CH2:14][CH2:15]1 |f:1.2|. Procedure details: 18 g of a 50 % peracetic acid solution in acetic acid containing 1 g of sodium acetate were added to a stirred mixture of 15 g of tricyclo[5.2.1.02,6 ]decane-8-one (which can be purchased from Ruhrchemie, Bruchstrasse, D-42 Oberhausen Holten, West Germany) and 9 g of anhydrous sodium acetate in 60 g of dichloromethane. The temperature of the reaction mixture was kept at 20°-25° by external cooling by means of a ice-water bath during the whole addition, then it was kept at this value during 48 ho... The reactants are [Br-], Cc1cc[n+](CCCCCC(=O)O)cc1, CCN(CC)c1ccc2cc(C=O)c(=O)oc2c1, CCO, Cc1ccccc1. The product is [Br-], CCN(CC)c1ccc2cc(C=Cc3cc[n+](CCCCCC(=O)O)cc3)c(=O)oc2c1. As a reaction SMILES: [Br-:19].[C:20](=[O:21])([OH:22])[CH2:23][CH2:24][CH2:25][CH2:26][CH2:27][n+:28]1[cH:29][cH:30][c:31]([CH3:34])[cH:32][cH:33]1.[CH2:1]([CH3:2])[N:3]([c:4]1[cH:5][cH:6][c:7]2[cH:8][c:9]([CH:15]=[O:16])[c:10](=[O:14])[o:11][c:12]2[cH:13]1)[CH2:17][CH3:18].[CH2:42]([OH:43])[CH3:44].[c:35]1([CH3:36])[cH:37][cH:38][cH:39][cH:40][cH:41]1>>[Br-:19].[CH2:1]([CH3:2])[N:3]([c:4]1[cH:5][cH:6][c:7]2[cH:8][c:9]([CH:15]=[CH:34][c:31]3[cH:30][cH:29][n+:28]([CH2:27][CH2:26][CH2:25][CH2:24][CH2:23][C:20](=[O:21])[OH:22])[cH:33][cH:32]3)[c:10](=[O:14])[o:11][c:12]2[cH:13]1)[CH2:17][CH3:18]. Reaction SMILES: [Cl:43][CH2:44][Cl:45].[I:25].[IH:36].[OH2:42].[OH:26][c:27]1[cH:28][cH:29][c:30]([CH2:31][CH2:32][OH:33])[cH:34][cH:35]1.[c:1]1([P:2]([c:3]2[cH:4][cH:5][cH:6][cH:7][cH:8]2)[c:9]2[cH:10][cH:11][cH:12][cH:13][cH:14]2)[cH:15][cH:16][cH:17][cH:18][cH:19]1.[nH:20]1[cH:21][cH:22][n:23][cH:24]1.[nH:37]1[cH:38][cH:39][n:40][cH:41]1>>[OH:26][c:27]1[cH:28][cH:29][c:30]([CH2:31][CH2:32][I:36])[cH:34][cH:35]1. Product: Oc1ccc(CCI)cc1. Reactants: ClCCl, I, I, O, OCCc1ccc(O)cc1, c1ccc(P(c2ccccc2)c2ccccc2)cc1, c1c[nH]cn1, c1c[nH]cn1. Reactants: CC(C)(C)c1ccccc1NC1CCNCC1, CCN=C=NCCCN(C)C, CCN(C(C)C)C(C)C, Cl, Cl, Cl, CN(C)C=O, O, On1nnc2ccccc21, O=C(O)CNC(=O)c1cc(-c2ccccc2)[nH]n1. The product is CC(C)(C)c1ccccc1NC1CCN(C(=O)CNC(=O)c2cc(-c3ccccc3)[nH]n2)CC1. As a reaction SMILES: [C:52]([CH3:53])([CH3:54])([CH3:55])[c:56]1[c:57]([NH:62][CH:63]2[CH2:64][CH2:65][NH:66][CH2:67][CH2:68]2)[cH:58][cH:59][cH:60][cH:61]1.[CH3:38][CH2:39][N:40]=[C:41]=[N:42][CH2:43][CH2:44][CH2:45][N:46]([CH3:47])[CH3:48].[CH:19]([N:20]([CH2:21][CH3:22])[CH:23]([CH3:24])[CH3:25])([CH3:26])[CH3:27].[ClH:49].[ClH:50].[ClH:51].[O:69]=[CH:70][N:71]([CH3:72])[CH3:73].[OH2:74].[OH:28][n:29]1[c:30]2[c:31]([cH:32][cH:33][cH:34][cH:35]2)[n:36][n:37]1.[c:1]1(-[c:7]2[cH:8][c:9]([C:12](=[O:13])[NH:14][CH2:15][C:16](=[O:17])[OH:18])[n:10][nH:11]2)[cH:2][cH:3][cH:4][cH:5][cH:6]1>>[c:1]1(-[c:7]2[cH:8][c:9]([C:12](=[O:13])[NH:14][CH2:15][C:16](=[O:18])[N:66]3[CH2:65][CH2:64][CH:63]([NH:62][c:57]4[c:56]([C:52]([CH3:53])([CH3:54])[CH3:55])[cH:61][cH:60][cH:59][cH:58]4)[CH2:68][CH2:67]3)[n:10][nH:11]2)[cH:2][cH:3][cH:4][cH:5][cH:6]1. Starting materials: FC(OC1=CC=C(CNC(=O)[C@@H]2N(CCNC2)S(=O)(=O)C2=CC=C(C=C2)C(F)(F)F)C=C1)(F)F ((R)-1-(4-trifluoromethyl-benzenesulfonyl)-piperazine-2-carboxylic acid 4-trifluoromethoxy-benzylamide), ClC=1SC2=C(C(NN=C2)=O)N1 (2-chloro-5H-thiazolo[4,5-d]pyridazin-4-one), C(C)(C)N(C(C)C)CC (N,N-diisopropylethylamine). Run in C(C)(C)O (isopropanol). Yields the product FC(OC1=CC=C(CNC(=O)[C@@H]2N(CCN(C2)C=2SC3=C(C(NN=C3)=O)N2)S(=O)(=O)C2=CC=C(C=C2)C(F)(F)F)C=C1)(F)F ((R)-4-(4-oxo-4,5-dihydro-thiazolo[4,5-d]pyridazin-2-yl)-1-(4-trifluoromethyl-benzenesulfonyl)-piperazine-2-carboxylic acid 4-trifluoromethoxy-benzylamide). Reaction conditions: time 8 hour. Reaction SMILES: [F:1][C:2]([F:34])([F:33])[O:3][C:4]1[CH:32]=[CH:31][C:7]([CH2:8][NH:9][C:10]([C@H:12]2[CH2:17][NH:16][CH2:15][CH2:14][N:13]2[S:18]([C:21]2[CH:26]=[CH:25][C:24]([C:27]([F:30])([F:29])[F:28])=[CH:23][CH:22]=2)(=[O:20])=[O:19])=[O:11])=[CH:6][CH:5]=1.Cl[C:36]1[S:37][C:38]2[CH:43]=[N:42][NH:41][C:40](=[O:44])[C:39]=2[N:45]=1.C(N(CC)C(C)C)(C)C>C(O)(C)C>[F:34][C:2]([F:1])([F:33])[O:3][C:4]1[CH:5]=[CH:6][C:7]([CH2:8][NH:9][C:10]([C@H:12]2[CH2:17][N:16]([C:36]3[S:37][C:38]4[CH:43]=[N:42][NH:41][C:40](=[O:44])[C:39]=4[N:45]=3)[CH2:15][CH2:14][N:13]2[S:18]([C:21]2[CH:26]=[CH:25][C:24]([C:27]([F:28])([F:29])[F:30])=[CH:23][CH:22]=2)(=[O:20])=[O:19])=[O:11])=[CH:31][CH:32]=1. Isolated yield 74.5%. Reported procedure: To a mixture of the compound (87 mg) obtained in Example 983, Step 2 and the compound (32 mg) obtained in Step 5 in isopropanol (0.9 ml) was added N,N-diisopropylethylamine (30 μl) at room temperature. After stirring overnight at room temperature, and the mixture was stirred with heating under reflux for 5 hr. The reaction mixture was concentrated under reduced pressure, and the residue was purified by thin layer silica gel chromatography (methanol:chloroform=5:95) to give the title compound (84... Reactants: CN(C1CC2=C(OC3=C2C=C(C=C3)N)CC1)C (N,N-dimethyl-8-amino-1,2,3,4-tetrahydro-2-dibenzofuranamine), N(=O)[O-].[Na+] (sodium nitrite), C([O-])([O-])=O.[K+].[K+] (potassium carbonate), S(O)(O)(=O)=O (sulfuric acid). Solvent: Cl (hydrochloric acid), O (water), O (water). Conditions: time 1 hour. Yields the product CN(C1CC2=C(OC3=C2C=C(C=C3)O)CC1)C (N,N-dimethyl-8-hydroxy-1,2,3,4-tetrahydro-2-dibenzofuranamine). Isolated yield 36.3%. RXN SMILES: [CH3:1][N:2]([CH3:17])[CH:3]1[CH2:16][CH2:15][C:6]2[O:7][C:8]3[CH:13]=[CH:12][C:11](N)=[CH:10][C:9]=3[C:5]=2[CH2:4]1.N([O-])=[O:19].[Na+].S(=O)(=O)(O)O.C(=O)([O-])[O-].[K+].[K+]>Cl.O>[CH3:1][N:2]([CH3:17])[CH:3]1[CH2:16][CH2:15][C:6]2[O:7][C:8]3[CH:13]=[CH:12][C:11]([OH:19])=[CH:10][C:9]=3[C:5]=2[CH2:4]1 |f:1.2,4.5.6|. Procedure: A solution of 0.332 gm (1.44 mMol) N,N-dimethyl-8-amino-1,2,3,4-tetrahydro-2-dibenzofuranamine in 5 mL concentrated hydrochloric acid and 5 mL water was cooled to -10° C. To this solution was added a solution of 0.109 gm (1.58 mMol) sodium nitrite in 10 mL water dropwise. The resulting solution was stirred for 1 hour and was then added to 10 mL concentrated sulfuric acid. This mixture was stirred at reflux for 4 hours. The reaction mixture was poured over ice and the solution made basic by the a...